The task is: describe an organic reaction: reactants, conditions, products, and yield. This data is from the Open Reaction Database (ORD), a public repository of structured organic reaction records. Starting materials: C1COCCN1, CCN=C=NCCCN(C)C, O=C(O)Cc1ccc2c(c1)sc1ncnc(Nc3ccc(OCc4ccccn4)c(Cl)c3)c12, ClCCl, On1nnc2ccccc21. Product: O=C(Cc1ccc2c(c1)sc1ncnc(Nc3ccc(OCc4ccccn4)c(Cl)c3)c12)N1CCOCC1. As a reaction SMILES: [CH2:55]1[CH2:56][O:57][CH2:58][CH2:59][NH:60]1.[CH3:44][CH2:45][N:46]=[C:47]=[N:48][CH2:49][CH2:50][CH2:51][N:52]([CH3:53])[CH3:54].[Cl:1][c:2]1[cH:3][c:4]([NH:16][c:17]2[c:18]3[c:19]([n:20][cH:21][n:22]2)[s:23][c:24]2[c:25]3[cH:26][cH:27][c:28]([CH2:30][C:31](=[O:32])[OH:33])[cH:29]2)[cH:5][cH:6][c:7]1[O:8][CH2:9][c:10]1[n:11][cH:12][cH:13][cH:14][cH:15]1.[Cl:61][CH2:62][Cl:63].[OH:34][n:35]1[c:36]2[c:37]([cH:38][cH:39][cH:40][cH:41]2)[n:42][n:43]1>>[Cl:1][c:2]1[cH:3][c:4]([NH:16][c:17]2[c:18]3[c:19]([n:20][cH:21][n:22]2)[s:23][c:24]2[c:25]3[cH:26][cH:27][c:28]([CH2:30][C:31](=[O:32])[N:60]3[CH2:55][CH2:56][O:57][CH2:58][CH2:59]3)[cH:29]2)[cH:5][cH:6][c:7]1[O:8][CH2:9][c:10]1[n:11][cH:12][cH:13][cH:14][cH:15]1. Starting materials: C(C1=CC=CC=C1)OC1=CC=C(CN2N=C(C(=C2)CO)OCC2=CC=C(C=C2)OCC2=CC=CC=C2)C=C1 ([1-(4-benzyloxybenzyl)-3-(4-benzyloxybenzyloxy)-1H-pyrazol-4-yl]methanol). The reagents and catalysts are [O-2].[O-2].[Mn+4] (manganese dioxide). Solvent: O1CCCC1 (tetrahydrofuran). Run at time 1 hour. The product is C(C1=CC=CC=C1)OC1=CC=C(CN2N=C(C(=C2)C=O)OCC2=CC=C(C=C2)OCC2=CC=CC=C2)C=C1 (1-(4-benzyloxybenzyl)-3-(4-benzyloxybenzyloxy)-1H-pyrazole-4-carbaldehyde). Isolated yield 95.4%. RXN SMILES: [CH2:1]([O:8][C:9]1[CH:38]=[CH:37][C:12]([CH2:13][N:14]2[CH:18]=[C:17]([CH2:19][OH:20])[C:16]([O:21][CH2:22][C:23]3[CH:28]=[CH:27][C:26]([O:29][CH2:30][C:31]4[CH:36]=[CH:35][CH:34]=[CH:33][CH:32]=4)=[CH:25][CH:24]=3)=[N:15]2)=[CH:11][CH:10]=1)[C:2]1[CH:7]=[CH:6][CH:5]=[CH:4][CH:3]=1>[O-2].[O-2].[Mn+4].O1CCCC1>[CH2:1]([O:8][C:9]1[CH:38]=[CH:37][C:12]([CH2:13][N:14]2[CH:18]=[C:17]([CH:19]=[O:20])[C:16]([O:21][CH2:22][C:23]3[CH:28]=[CH:27][C:26]([O:29][CH2:30][C:31]4[CH:36]=[CH:35][CH:34]=[CH:33][CH:32]=4)=[CH:25][CH:24]=3)=[N:15]2)=[CH:11][CH:10]=1)[C:2]1[CH:3]=[CH:4][CH:5]=[CH:6][CH:7]=1 |f:1.2.3|. Procedure: A mixture of [1-(4-benzyloxybenzyl)-3-(4-benzyloxybenzyloxy)-1H-pyrazol-4-yl]methanol (6.84 g), activated manganese dioxide (14.00 g), and tetrahydrofuran (70 ml) was stirred at room temperature for one hour. After the manganese dioxide was removed by filtration, the filtrate was concentrated. The crystals obtained were collected by filtration to yield 1-(4-benzyloxybenzyl)-3-(4-benzyloxybenzyloxy)-1H-pyrazole-4-carbaldehyde (6.50 g, yield: 95%). This was recrystallized from tetrahydrofuran-hexa... Reactants: COc1ccc(N2CC(C)NC(C)C2)cc1N, O=S(=O)(Cl)c1ccc(-c2nsc(Cl)n2)s1, ClCCl, c1ccncc1. The product is COc1ccc(N2CC(C)NC(C)C2)cc1NS(=O)(=O)c1ccc(-c2nsc(Cl)n2)s1. Reaction SMILES: [CH3:1][CH:2]1[CH2:3][N:4]([c:9]2[cH:10][cH:11][c:12]([O:16][CH3:17])[c:13]([NH2:14])[cH:15]2)[CH2:5][CH:6]([CH3:8])[NH:7]1.[Cl:18][c:19]1[n:20][c:21](-[c:24]2[cH:25][cH:26][c:27]([S:29](=[O:30])(=[O:31])[Cl:32])[s:28]2)[n:22][s:23]1.[Cl:33][CH2:34][Cl:35].[cH:36]1[cH:37][cH:38][n:39][cH:40][cH:41]1>>[CH3:1][CH:2]1[CH2:3][N:4]([c:9]2[cH:10][cH:11][c:12]([O:16][CH3:17])[c:13]([NH:14][S:29]([c:27]3[cH:26][cH:25][c:24](-[c:21]4[n:20][c:19]([Cl:18])[s:23][n:22]4)[s:28]3)(=[O:30])=[O:31])[cH:15]2)[CH2:5][CH:6]([CH3:8])[NH:7]1.